This data is from the Open Reaction Database (ORD), a public repository of structured organic reaction records. The task is: describe an organic reaction: reactants, conditions, products, and yield Starting materials: ClCCCOP1CC(=CC1)C (1-(chloropropoxy)-3-methyl-3-phospholene), C(CO)O (ethylene glycol), C(C)Br (Ethyl bromide). The solvent is ClCCCl (1,2-dichloroethane). Run at time 5 minute. The product is OCCP1(C=C(CC1)C)=O (1-(2-hydroxyethyl)-3-methylphospholene-1-oxide). Reaction SMILES: ClCCC[O:5][P:6]1[CH2:10][CH:9]=[C:8]([CH3:11])[CH2:7]1.[CH2:12](O)[CH2:13][OH:14].C(Br)C>ClCCCl>[OH:14][CH2:13][CH2:12][P:6]1(=[O:5])[CH2:10][CH2:9][C:8]([CH3:11])=[CH:7]1. Reported procedure: To a solution of 14.7 g. (0.076 mole) of 1-(chloropropoxy)-3-methyl-3-phospholene in 50 ml. of 1,2-dichloroethane was added, with stirring, over a period of 5 minutes, a total of 14.14 g. (0.23 mole) of ethylene glycol. The resulting solution was cloudy. Ethyl bromide (1.66 g.) was added and the mixture was heated under reflux for 1 hour. At the end of this time the solvent and other volatile materials were removed by evaporation and the residue was distilled under reduced pressure. There was th... Starting materials: ClC=1C=CC=C2C(=C(N=NC12)C1=CC=CC=C1)C=1C=C(C=CC1)N (3-(8-chloro-3-phenyl-cinnolin-4-yl)-phenylamine), CC1=C(C=O)C=C(C=C1)C (2,5-dimethylbenzaldehyde). The product is ClC=1C=CC=C2C(=C(N=NC12)C1=CC=CC=C1)C=1C=C(C=CC1)NCC1=C(C=CC(=C1)C)C ([3-(8-Chloro-3-phenylcinnolin-4-yl)phenyl](2,5-dimethylbenzyl)amine). As a reaction SMILES: [Cl:1][C:2]1[CH:3]=[CH:4][CH:5]=[C:6]2[C:11]=1[N:10]=[N:9][C:8]([C:12]1[CH:17]=[CH:16][CH:15]=[CH:14][CH:13]=1)=[C:7]2[C:18]1[CH:19]=[C:20]([NH2:24])[CH:21]=[CH:22][CH:23]=1.[CH3:25][C:26]1[CH:33]=[CH:32][C:31]([CH3:34])=[CH:30][C:27]=1[CH:28]=O>>[Cl:1][C:2]1[CH:3]=[CH:4][CH:5]=[C:6]2[C:11]=1[N:10]=[N:9][C:8]([C:12]1[CH:13]=[CH:14][CH:15]=[CH:16][CH:17]=1)=[C:7]2[C:18]1[CH:19]=[C:20]([NH:24][CH2:28][C:27]2[CH:30]=[C:31]([CH3:34])[CH:32]=[CH:33][C:26]=2[CH3:25])[CH:21]=[CH:22][CH:23]=1. Reported procedure: The title compound was prepared from 3-(8-chloro-3-phenyl-cinnolin-4-yl)-phenylamine and 2,5-dimethylbenzaldehyde according to the procedure of Step 5 Example 6. MS (ES) m/z 450.2. The reactants are amine, N(=[N+]=[N-])C(CC(C)C)[Si](C1=CC=CC=C1)(C)CCC=C ((1-Azido-3-methyl-1-butyl)(3-buten-1-yl)methylphenylsilane), [H-].[Al+3].[Li+].[H-].[H-].[H-] (lithium aluminum hydride), C(C1=CC=CC=C1)(=O)Cl (benzoyl chloride). The solvent is C(Cl)Cl (CH2Cl2), CCN(CC)CC (Et3N), C(C)OCC (ethyl ether), CCOCC (ether). Reaction conditions: time 30 minute. Yields the product C(CC=C)[Si](C(CC(C)C)NC(C1=CC=CC=C1)=O)(C1=CC=CC=C1)C (N-[1-[(3-Buten-1-yl)methylphenylsilyl]-3-methyl-1-butyl]benzamide). As a reaction SMILES: [N:1]([CH:4]([Si:9]([CH2:17][CH2:18][CH:19]=[CH2:20])([CH3:16])[C:10]1[CH:15]=[CH:14][CH:13]=[CH:12][CH:11]=1)[CH2:5][CH:6]([CH3:8])[CH3:7])=[N+]=[N-].[H-].[Al+3].[Li+].[H-].[H-].[H-].[C:27](Cl)(=[O:34])[C:28]1[CH:33]=[CH:32][CH:31]=[CH:30][CH:29]=1>C(OCC)C.C(Cl)Cl.CCN(CC)CC>[CH2:17]([Si:9]([CH3:16])([C:10]1[CH:15]=[CH:14][CH:13]=[CH:12][CH:11]=1)[CH:4]([NH:1][C:27](=[O:34])[C:28]1[CH:33]=[CH:32][CH:31]=[CH:30][CH:29]=1)[CH2:5][CH:6]([CH3:8])[CH3:7])[CH2:18][CH:19]=[CH2:20] |f:1.2.3.4.5.6|. Reported procedure: To a solution of azide 47 (2.75 g, 9.57 mmol) in ethyl ether (100 mL) at 0° C. was added dropwise over 5 min lithium aluminum hydride (1 M in ether, 47.8 mmol), and the mixture was allowed to warm to rt over 10 min. After stirring for 30 min under argon the mixture was cooled to 0° C. and diluted with ether (100 mL). This mixture was quenched with saturated aqueous Na2SO4 solution until evolution of hydrogen had ceased. The mixture was dried with solid Na2SO4 and filtered. The residue was extrac... Starting materials: C(C)(C)NC(C)C (diisopropylamine), C(CCC)[Li] (n-butyllithium), COC=1C=C2C(=CN(C2=CC1)C)C#N (5-methoxy-1-methyl-1H-indole-3-carbonitrile), CC1=NC=CN=C1 (methylpyrazine). Run in O (water), O1CCCC1 (tetrahydrofuran), hexanes, O1CCCC1 (tetrahydrofuran). Conditions: time 30 minute. Product: COC=1C=C2C(=CN(C2=CC1)C)C1=CC=2C(=NC=CN2)N1 (6-(5-Methoxy-1-methyl-1H-indol-3-yl)-5H-pyrrolo[2,3-b]pyrazine). The yield is 24.5%. Reaction SMILES: C(NC(C)C)(C)C.C([Li])CCC.[CH3:13][C:14]1[CH:19]=[N:18][CH:17]=[CH:16][N:15]=1.[CH3:20][O:21][C:22]1[CH:23]=[C:24]2[C:28](=[CH:29][CH:30]=1)[N:27]([CH3:31])[CH:26]=[C:25]2[C:32]#[N:33]>O1CCCC1.O>[CH3:20][O:21][C:22]1[CH:23]=[C:24]2[C:28](=[CH:29][CH:30]=1)[N:27]([CH3:31])[CH:26]=[C:25]2[C:32]1[NH:33][C:19]2=[N:18][CH:17]=[CH:16][N:15]=[C:14]2[CH:13]=1. Reported procedure: A stirred solution of diisopropylamine (59.9 mL) in tetrahydrofuran (1400 mL), at −15° C. and under nitrogen, was treated with a solution of n-butyllithium in hexanes (131 mL, 1.6M) over 25 minutes, whilst maintaining the temperature below −10° C. After stirring for 30 minutes the mixture was treated with methylpyrazine (26.8 g) over 15 minutes, then stirred for 1 hour and then treated with a solution of 5-methoxy-1-methyl-1H-indole-3-carbonitrile [53 g, Reference Example 1(a)] in tetrahydrofura... Reaction SMILES: Cl[CH2:2][CH2:3][CH2:4][N:5]1[CH2:10][CH2:9][CH2:8][CH2:7][CH2:6]1.[N+:11]([C:14]1[CH:19]=[CH:18][C:17]([OH:20])=[CH:16][CH:15]=1)([O-:13])=[O:12].C([O-])([O-])=O.[K+].[K+]>CN(C=O)C.O.CCOC(C)=O>[N+:11]([C:14]1[CH:19]=[CH:18][C:17]([O:20][CH2:2][CH2:3][CH2:4][N:5]2[CH2:10][CH2:9][CH2:8][CH2:7][CH2:6]2)=[CH:16][CH:15]=1)([O-:13])=[O:12] |f:2.3.4|. Procedure: In a three-neck flask with an overhead mechanical stirrer, a mixture of 1-(3-chloropropyl)-piperidine (49.8 g, 0.308 mol), 4-nitrophenol (42.8 g, 0.308 mol) and K2CO3 (212 g, 1.53 mol), in anhydrous DMF (200 mL) was heated to 94° C. and stirred for 18 h. The mixture was cooled to RT then diluted with 2 L water. The organics were taken up in EtOAc (2 L) and washed twice with 2N NaOH (500 mL) then brine (200 mL). The combined organics were dried over anhydrous MgSO4 then concentrated under reduced... Starting materials: ClCCCN1CCCCC1 (1-(3-chloropropyl)-piperidine), [N+](=O)([O-])C1=CC=C(C=C1)O (4-nitrophenol), C(=O)([O-])[O-].[K+].[K+] (K2CO3). Reaction conditions: time 18 hour. Run in CN(C)C=O (DMF), O (water), CCOC(=O)C (EtOAc). Yields the product [N+](=O)([O-])C1=CC=C(OCCCN2CCCCC2)C=C1 (1-[3-(4-nitro-phenoxy)-propyl]-piperidine). The solvent is C(C)O (ethanol). As a reaction SMILES: [CH3:1][NH:2][CH2:3][CH2:4][N:5]1[CH:9]=[CH:8][CH:7]=[CH:6]1.O=[C:11]1[CH2:16][CH2:15][N:14]([C:17]([O:19][C:20]([CH3:23])([CH3:22])[CH3:21])=[O:18])[CH2:13][CH2:12]1.CC1C=CC(S(O)(=O)=O)=CC=1.O>C(O)C>[CH3:1][N:2]1[C:11]2([CH2:16][CH2:15][N:14]([C:17]([O:19][C:20]([CH3:23])([CH3:22])[CH3:21])=[O:18])[CH2:13][CH2:12]2)[C:6]2=[CH:7][CH:8]=[CH:9][N:5]2[CH2:4][CH2:3]1 |f:2.3|. Reactants: CNCCN1C=CC=C1 (N-Methyl-2-pyrrol-1-yl-ethanamine), O=C1CCN(CC1)C(=O)OC(C)(C)C (tert-butyl 4-oxopiperidine-1-carboxylate), CC=1C=CC(=CC1)S(=O)(=O)O.O (pTsOH.H2O). Isolated yield 78.0%. Product: CN1CCN2C(=CC=C2)C12CCN(CC2)C(=O)OC(C)(C)C (tert-butyl 2-methylspiro[3,4-dihydropyrrolo[1,2-a]pyrazine-1,4′-piperidine]-1′-carboxylate). Reaction conditions: temperature 70 celsius. Procedure details: N-Methyl-2-pyrrol-1-yl-ethanamine (2.19 g, 17.64 mmol), tert-butyl 4-oxopiperidine-1-carboxylate (3.51 g, 17.64 mmol), and pTsOH.H2O (0.334 g, 1.76 mmol) were combined in ethanol (87.60 mL) and heated at 70° C. for 4 h. The reaction was concentrated and the residue was dissolved in dichloromethane. The organics were washed with a saturated NaHCO3 solution and brine. The organics were dried over sodium sulfate and evaporated. The crude material was purified by silica gel chromatography eluting wi...